The task is: describe an organic reaction: reactants, conditions, products, and yield. This data is from the Open Reaction Database (ORD), a public repository of structured organic reaction records. The reactants are [Si](C)(C)(C(C)(C)C)OC(CCCCCCC1=CC=CC=C1)C=1OC(=CN1)C1=CC=C(C=C1)OC (2-(1-(tert-Butyldimethylsilyloxy)-7-phenylheptyl)-5-(4-methoxyphenyl)oxazole), [Si](C)(C)(C(C)(C)C)OC(CCCCCCC1=CC=CC=C1)C=1OC(=CN1)[Sn](CCCC)(CCCC)CCCC (2-(1-(tert-butyldimethylsilyloxy)-7-phenylheptyl)-5-(tributylstannyl)oxazole), BrC1=CC=C(C=C1)OC (1-bromo-4-methoxybenzene). The product is EtOAc hexanes, COC1=CC=C(C=C1)C1=CN=C(O1)C(CCCCCCC1=CC=CC=C1)=O (1-(5-(4-Methoxyphenyl)oxazol-2-yl)-7-phenylheptan-1-one). Yield: 84.0%. Reaction SMILES: [Si]([O:8][CH:9]([C:22]1[O:23][C:24]([C:27]2[CH:32]=[CH:31][C:30]([O:33][CH3:34])=[CH:29][CH:28]=2)=[CH:25][N:26]=1)[CH2:10][CH2:11][CH2:12][CH2:13][CH2:14][CH2:15][C:16]1[CH:21]=[CH:20][CH:19]=[CH:18][CH:17]=1)(C(C)(C)C)(C)C.[Si](OC(C1OC([Sn](CCCC)(CCCC)CCCC)=CN=1)CCCCCCC1C=CC=CC=1)(C(C)(C)C)(C)C.BrC1C=CC(OC)=CC=1>>[CH3:34][O:33][C:30]1[CH:29]=[CH:28][C:27]([C:24]2[O:23][C:22]([C:9](=[O:8])[CH2:10][CH2:11][CH2:12][CH2:13][CH2:14][CH2:15][C:16]3[CH:17]=[CH:18][CH:19]=[CH:20][CH:21]=3)=[N:26][CH:25]=2)=[CH:32][CH:31]=1. Procedure details: 2-(1-(tert-Butyldimethylsilyloxy)-7-phenylheptyl)-5-(4-methoxyphenyl)oxazole. The title compound was prepared from 2-(1-(tert-butyldimethylsilyloxy)-7-phenylheptyl)-5-(tributylstannyl)oxazole (67 mg, 0.101 mmol) and 1-bromo-4-methoxybenzene following General Procedure B. Flash chromatography (5% EtOAc/hexanes) yielded the title compound as a clear oil (41 mg, 84%): 1H NMR (CDCl3, 500 MHz) δ 7.66 (d, 2H, J=9.0 Hz), 7.37-7.34 (m, 3H), 7.27-7.23 (m, 3H), 7.03 (d, 2H, J=9.0 Hz), 4.91 (t, 1H, J=5.5 H... The solvent is CO (methanol). The product is ClC1=CC=C2/C(/C(NC2=C1)=O)=C/C1=CCCC1 (Z-6-chloro-3-cyclopent-1-enylmethylene-1,3-dihydro-indol-2-one). Starting materials: C1(=CCCC1)C=O (cyclopent-1-enecarbaldehyde), N1CCCCC1 (piperidine), ClC1=CC=C2CC(NC2=C1)=O (6-chlorooxindole). As a reaction SMILES: [Cl:1][C:2]1[CH:10]=[C:9]2[C:5]([CH2:6][C:7](=[O:11])[NH:8]2)=[CH:4][CH:3]=1.[C:12]1([CH:17]=O)[CH2:16][CH2:15][CH2:14][CH:13]=1.N1CCCCC1>CO>[Cl:1][C:2]1[CH:10]=[C:9]2[C:5](/[C:6](=[CH:17]/[C:12]3[CH2:16][CH2:15][CH2:14][CH:13]=3)/[C:7](=[O:11])[NH:8]2)=[CH:4][CH:3]=1. Isolated yield 30.7%. Reported procedure: In a manner similar to the method described in Example 1, 6-chlorooxindole (2.51 g, 15 mmol) (Alfa) was reacted with cyclopent-1-enecarbaldehyde (1.45 g, 15 mmol) (Aldrich) and piperidine (1.49 mL, 15 mmol) in methanol to give E/Z-6-chloro-3-cyclopent-1-enylmethylene-1,3-dihydro-indol-2-one as a yellow solid (Yield 1.13 g, 30%) Reactants: Cl.N1=CC(=CC=C1)C1=CC=C(C(=O)O)C=C1 (4-(3-pyridyl)benzoic acid hydrochloride), FC(C(=O)O)(F)F.ClC=1C=C2C=CC(=CC2=CC1)S(=O)(=O)N1CCNCC1 (1-[(6-chloronaphthalen-2-yl)sulfonyl]piperazine trifluoroacetate). Yields the product Cl.ClC=1C=C2C=CC(=CC2=CC1)S(=O)(=O)N1CCN(CC1)C(C1=CC=C(C=C1)C=1C=NC=CC1)=O (1-[(6-Chloronaphthalen-2-yl)sulfonyl]-4-[4-(pyridin-3-yl)benzoyl]piperazine hydrochloride). As a reaction SMILES: Cl.[N:2]1[CH:7]=[CH:6][CH:5]=[C:4]([C:8]2[CH:16]=[CH:15][C:11]([C:12]([OH:14])=O)=[CH:10][CH:9]=2)[CH:3]=1.FC(F)(F)C(O)=O.[Cl:24][C:25]1[CH:26]=[C:27]2[C:32](=[CH:33][CH:34]=1)[CH:31]=[C:30]([S:35]([N:38]1[CH2:43][CH2:42][NH:41][CH2:40][CH2:39]1)(=[O:37])=[O:36])[CH:29]=[CH:28]2>>[ClH:24].[Cl:24][C:25]1[CH:26]=[C:27]2[C:32](=[CH:33][CH:34]=1)[CH:31]=[C:30]([S:35]([N:38]1[CH2:39][CH2:40][N:41]([C:12](=[O:14])[C:11]3[CH:10]=[CH:9][C:8]([C:4]4[CH:3]=[N:2][CH:7]=[CH:6][CH:5]=4)=[CH:16][CH:15]=3)[CH2:42][CH2:43]1)(=[O:36])=[O:37])[CH:29]=[CH:28]2 |f:0.1,2.3,4.5|. Procedure: In the same manner as in Example A-4, a reaction was conducted using 4-(3-pyridyl)benzoic acid hydrochloride and 1-[(6-chloronaphthalen-2-yl)sulfonyl]piperazine trifluoroacetate as starting materials, whereby the title compound was obtained as a colorless solid. The reactants are C(C)(C)(C)OC(=O)C1N(CC=CCC1NC(=O)OCC1=CC=C(C=C1)OC)S(=O)(=O)C1=CC=C(C=C1)OC (1-(4-Methoxy-benzenesulfonyl)-3-(4-methoxybenzyloxy carbonyl-amino)-2,3,4,7-tetrahydro-1H-azepine-2-carboxylic acid tert-butyl ester), FC(C(=O)O)(F)F (Trifluoroacetic Acid). The solvent is ClCCl (Dichloromethane). Conditions: time 1 hour. Product: C(C)(C)(C)OC(=O)C1N(CC=CCC1N)S(=O)(=O)C1=CC=C(C=C1)OC (3-Amino-1-(4-methoxy-benzenesulfonyl)-2,3,4,7-tetrahydro-1H-azepine-2-carboxylic Acid tert-butyl Ester). RXN SMILES: [C:1]([O:5][C:6]([CH:8]1[CH:14]([NH:15]C(OCC2C=CC(OC)=CC=2)=O)[CH2:13][CH:12]=[CH:11][CH2:10][N:9]1[S:28]([C:31]1[CH:36]=[CH:35][C:34]([O:37][CH3:38])=[CH:33][CH:32]=1)(=[O:30])=[O:29])=[O:7])([CH3:4])([CH3:3])[CH3:2].FC(F)(F)C(O)=O>ClCCl>[C:1]([O:5][C:6]([CH:8]1[CH:14]([NH2:15])[CH2:13][CH:12]=[CH:11][CH2:10][N:9]1[S:28]([C:31]1[CH:36]=[CH:35][C:34]([O:37][CH3:38])=[CH:33][CH:32]=1)(=[O:30])=[O:29])=[O:7])([CH3:4])([CH3:3])[CH3:2]. Procedure: 1-(4-Methoxy-benzenesulfonyl)-3-(4-methoxybenzyloxy carbonyl-amino)-2,3,4,7-tetrahydro-1H-azepine-2-carboxylic acid tert-butyl ester (370 mg, 0.71 mMol) is dissolved in Dichloromethane (15 ml) containing 3% Trifluoroacetic Acid. The reaction is stirred for 1 h at room temperature. The solvents are evaporated and the remaining oil is co-evaporated twice with Toluene. Flash-chromatography Dichloromethane/Methanol (7:1) to afford the free amine: Cal. 546.6 found (M)+=547. Reactants: O=S(=O)(c1ccccc1)n1c(-c2cccc(CO)c2)cc2c(Br)ccnc21, CCn1cc(B2OC(C)(C)C(C)(C)O2)c(-c2ccc([N+](=O)[O-])cc2)n1, [Na+], O=C([O-])O, C1COCCO1, c1ccc(P(c2ccccc2)(c2ccccc2)[Pd](P(c2ccccc2)(c2ccccc2)c2ccccc2)(P(c2ccccc2)(c2ccccc2)c2ccccc2)P(c2ccccc2)(c2ccccc2)c2ccccc2)cc1. Yields the product CCn1cc(-c2ccnc3c2cc(-c2cccc(CO)c2)n3S(=O)(=O)c2ccccc2)c(-c2ccc([N+](=O)[O-])cc2)n1. RXN SMILES: [Br:1][c:2]1[c:3]2[c:4]([n:5][cH:6][cH:7]1)[n:8]([S:19](=[O:20])(=[O:21])[c:22]1[cH:23][cH:24][cH:25][cH:26][cH:27]1)[c:9](-[c:11]1[cH:12][c:13]([CH2:17][OH:18])[cH:14][cH:15][cH:16]1)[cH:10]2.[CH2:28]([CH3:29])[n:30]1[n:31][c:32](-[c:44]2[cH:45][cH:46][c:47]([N+:50](=[O:51])[O-:52])[cH:48][cH:49]2)[c:33]([B:35]2[O:36][C:37]([CH3:38])([CH3:39])[C:40]([CH3:41])([CH3:42])[O:43]2)[cH:34]1.[Na+:57].[O-:53][C:54]([OH:55])=[O:56].[O:135]1[CH2:136][CH2:137][O:138][CH2:139][CH2:140]1.[cH:58]1[cH:59][cH:60][c:61]([P:62]([Pd:63]([P:64]([c:65]2[cH:66][cH:67][cH:68][cH:69][cH:70]2)([c:71]2[cH:72][cH:73][cH:74][cH:75][cH:76]2)[c:77]2[cH:78][cH:79][cH:80][cH:81][cH:82]2)([P:83]([c:84]2[cH:85][cH:86][cH:87][cH:88][cH:89]2)([c:90]2[cH:91][cH:92][cH:93][cH:94][cH:95]2)[c:96]2[cH:97][cH:98][cH:99][cH:100][cH:101]2)[P:102]([c:103]2[cH:104][cH:105][cH:106][cH:107][cH:108]2)([c:109]2[cH:110][cH:111][cH:112][cH:113][cH:114]2)[c:115]2[cH:116][cH:117][cH:118][cH:119][cH:120]2)([c:121]2[cH:122][cH:123][cH:124][cH:125][cH:126]2)[c:127]2[cH:128][cH:129][cH:130][cH:131][cH:132]2)[cH:133][cH:134]1>>[c:2]1(-[c:33]2[c:32](-[c:44]3[cH:45][cH:46][c:47]([N+:50](=[O:51])[O-:52])[cH:48][cH:49]3)[n:31][n:30]([CH2:28][CH3:29])[cH:34]2)[c:3]2[c:4]([n:5][cH:6][cH:7]1)[n:8]([S:19](=[O:20])(=[O:21])[c:22]1[cH:23][cH:24][cH:25][cH:26][cH:27]1)[c:9](-[c:11]1[cH:12][c:13]([CH2:17][OH:18])[cH:14][cH:15][cH:16]1)[cH:10]2. Starting materials: C1(=CC=CC=C1)P(=O)(C1=CC=CC=C1)OC=1[C@@H]([C@H]2N(C1C(=O)OCC1=CC=C(C=C1)[N+](=O)[O-])C([C@@H]2[C@@H](C)O)=O)C (4-nitrobenzyl (1R,5R,6S)-2-(diphenylphosphoryloxy)-6-[(1R)-1-hydroxyethyl]-1-methyl-1-carbapen-2-em-3-carboxylate), S[C@H]1C[C@H](N(C1)C(=O)OCC1=CC=C(C=C1)[N+](=O)[O-])C(NC1CCN(CC1)C(NC(=O)OCC1=CC=C(C=C1)[N+](=O)[O-])=N)=O ((2S,4S)-4-mercapto-1-(4-nitrobenzyloxycarbonyl)-2-[1-(4-nitrobenzyloxycarbonylamidino)piperidin-4-ylcarbamoyl]pyrrolidine). Product: C(N)(=N)N1CCC(CC1)NC(=O)[C@H]1NC[C@H](C1)SC=1[C@@H]([C@H]2N(C1C(=O)O)C([C@@H]2[C@@H](C)O)=O)C ((1R,5S,6S)-2-[(2S,4S)-2-[1-Amidinopiperidin-4-yl-carbamoyl]pyrrolidin-4-ylthio]-6-[(1R)-1-hydroxyethyl]-1-methyl-1-carbapen-2-em-3-carboxylic acid). RXN SMILES: C1(P(O[C:16]2[C@H:17]([CH3:40])[C@@H:18]3[C@@H:35]([C@H:36]([OH:38])[CH3:37])[C:34](=[O:39])[N:19]3[C:20]=2[C:21]([O:23]CC2C=CC([N+]([O-])=O)=CC=2)=[O:22])(C2C=CC=CC=2)=O)C=CC=CC=1.[SH:41][C@@H:42]1[CH2:46][N:45](C(OCC2C=CC([N+]([O-])=O)=CC=2)=O)[C@H:44]([C:60](=[O:84])[NH:61][CH:62]2[CH2:67][CH2:66][N:65]([C:68](=[NH:83])[NH:69]C(OCC3C=CC([N+]([O-])=O)=CC=3)=O)[CH2:64][CH2:63]2)[CH2:43]1>>[C:68]([N:65]1[CH2:66][CH2:67][CH:62]([NH:61][C:60]([C@@H:44]2[CH2:43][C@H:42]([S:41][C:16]3[C@H:17]([CH3:40])[C@@H:18]4[C@@H:35]([C@H:36]([OH:38])[CH3:37])[C:34](=[O:39])[N:19]4[C:20]=3[C:21]([OH:23])=[O:22])[CH2:46][NH:45]2)=[O:84])[CH2:63][CH2:64]1)(=[NH:69])[NH2:83]. Procedure details: A procedure similar to that described in Example 101 was repeated, but using 4-nitrobenzyl (1R,5R,6S)-2-(diphenylphosphoryloxy)-6-[(1R)-1-hydroxyethyl]-1-methyl-1-carbapen-2-em-3-carboxylate (prepared as described in Preparation 32) and (2S,4S)-4-mercapto-1-(4-nitrobenzyloxycarbonyl)-2-[1-(4-nitrobenzyloxycarbonylamidino)piperidin-4-ylcarbamoyl]pyrrolidine (prepared as described in Preparation 110) as starting materials, in relative proportions similar to those used in that Example, to obtain th... The reactants are ClC1=CC=C(C=N1)CC=1C=C2C(N(C=NC2=C2C1C=CC=C2)[C@@H]2[C@H](COCC2)O)=O (6-[(6-chloropyridin-3-yl)methyl]-3-[(3R,4S)-3-hydroxytetrahydro-2H-pyran-4-yl]benzo[h]quinazolin-4(3H)-one), N1N=CC=C1 (pyrazole), C([O-])([O-])=O.[K+].[K+] (potassium carbonate), CN[C@H]1[C@@H](CCCC1)NC (trans-N,N′-dimethylcyclohexane-1,2-diamine), CN[C@H]1[C@@H](CCCC1)NC (trans-N,N′-dimethylcyclohexane-1,2-diamine). The reagents and catalysts are [Cu]I (copper(I) iodide), [Cu]I (copper(I) iodide). The solvent is C(C)(=O)OCC (ethyl acetate), O (water), CS(=O)C (DMSO). Reaction conditions: temperature 120 celsius. Yields the product O[C@H]1COCC[C@@H]1N1C=NC2=C3C(=C(C=C2C1=O)CC=1C=NC(=CC1)N1N=CC=C1)C=CC=C3 (3-[(3R,4S)-3-Hydroxytetrahydro-2H-pyran-4-yl]-6-{[6-(1H-pyrazol-1-yl)pyridine-3-yl]methyl}benzo[h]quinazolin-4(3H)-one). Reaction SMILES: Cl[C:2]1[N:7]=[CH:6][C:5]([CH2:8][C:9]2[CH:10]=[C:11]3[C:16](=[C:17]4[CH:22]=[CH:21][CH:20]=[CH:19][C:18]=24)[N:15]=[CH:14][N:13]([C@H:23]2[CH2:28][CH2:27][O:26][CH2:25][C@@H:24]2[OH:29])[C:12]3=[O:30])=[CH:4][CH:3]=1.[NH:31]1[CH:35]=[CH:34][CH:33]=[N:32]1.C(=O)([O-])[O-].[K+].[K+].CN[C@@H]1CCCC[C@H]1NC>CS(C)=O.C(OCC)(=O)C.O.[Cu]I>[OH:29][C@@H:24]1[C@@H:23]([N:13]2[C:12](=[O:30])[C:11]3[C:16](=[C:17]4[CH:22]=[CH:21][CH:20]=[CH:19][C:18]4=[C:9]([CH2:8][C:5]4[CH:6]=[N:7][C:2]([N:31]5[CH:35]=[CH:34][CH:33]=[N:32]5)=[CH:3][CH:4]=4)[CH:10]=3)[N:15]=[CH:14]2)[CH2:28][CH2:27][O:26][CH2:25]1 |f:2.3.4|. Procedure details: To a solution of 6-[(6-chloropyridin-3-yl)methyl]-3-[(3R,4S)-3-hydroxytetrahydro-2H-pyran-4-yl]benzo[h]quinazolin-4(3H)-one (Example 1, 0.080 g, 0.19 mmol) and pyrazole (0.052 g, 0.15 mmol) in 2 mL of DMSO under an atmosphere of nitrogen was added potassium carbonate (0.57 mL, 1 N aqueous, 0.57 mmol), trans-N,N′-dimethylcyclohexane-1,2-diamine (21.6 mg, 0.152 mmol), and copper(I) iodide (0.014 g, 0.076 mmol). The mixture was heated at 120° C. for 20 h, cooled to rt, and additional trans-N,N′-dim... Starting materials: COC(C1=C(N=CC=C1)NC(CC1=C(C=C(C=C1CC)C)CC)=O)=O (2-[2-(2,6-diethyl-4-methyl-phenyl)-acetylamino]-nicotinic acid methyl ester), IC (iodomethane), [H-].[Na+] (sodium hydride). Run in CN(C=O)C (N,N-dimethylformamide). Reaction conditions: time 1 hour. Product: COC(C1=C(N=CC=C1)N(C)C(CC1=C(C=C(C=C1CC)C)CC)=O)=O (2-{[2-(2,6-diethyl-4-methyl-phenyl)-acetyl]-methyl-amino}-nicotinic acid methyl ester). RXN SMILES: [CH3:1][O:2][C:3](=[O:25])[C:4]1[CH:9]=[CH:8][CH:7]=[N:6][C:5]=1[NH:10][C:11](=[O:24])[CH2:12][C:13]1[C:18]([CH2:19][CH3:20])=[CH:17][C:16]([CH3:21])=[CH:15][C:14]=1[CH2:22][CH3:23].I[CH3:27].[H-].[Na+]>CN(C)C=O>[CH3:1][O:2][C:3](=[O:25])[C:4]1[CH:9]=[CH:8][CH:7]=[N:6][C:5]=1[N:10]([C:11](=[O:24])[CH2:12][C:13]1[C:18]([CH2:19][CH3:20])=[CH:17][C:16]([CH3:21])=[CH:15][C:14]=1[CH2:22][CH3:23])[CH3:27] |f:2.3|. Procedure details: To a solution of 2-[2-(2,6-diethyl-4-methyl-phenyl)-acetylamino]-nicotinic acid methyl ester (Example 1.2) (460 mg) in N,N-dimethylformamide (5 ml) was added iodomethane (0.42 ml) at between −5° C. and 0° C. under a nitrogen atmosphere. The reaction mixture was stirred for 2 minutes before the addition of sodium hydride (60 mg) (60% by weight dispersion in mineral oil) in one portion at between −5° C. and 0° C. The reaction mixture was stirred at between −5° C. and 0° C. for 1 hour, and then at ... Starting materials: ClC1=C(C(=CC=C1)F)C1=NOC(=C1C(=O)O)C=1C=NN(C1C(F)(F)F)C1=C(C=CC=C1)F (3-(2-chloro-6-fluorophenyl)-5-(1-(2-fluorophenyl)-5-(trifluoromethyl)-1H-pyrazol-4-yl)isoxazole-4-carboxylic acid), [F-].[Cs+] (cesium fluoride), IC(C)C (2-iodopropane). Run in C(C)#N (acetonitrile), ClCCl (dichloromethane). The product is ClC1=C(C(=CC=C1)F)C1=NOC(=C1C(=O)OC(C)C)C=1C=NN(C1C(F)(F)F)C1=C(C=CC=C1)F (i-Propyl 3-(2-chloro-6-fluorophenyl)-5-[1-(2-fluorophenyl)-5-(trifluoromethyl)-1H-pyrazol-4-yl]isoxazole-4-carboxylate). The yield is 79.4%. Reaction SMILES: [Cl:1][C:2]1[CH:7]=[CH:6][CH:5]=[C:4]([F:8])[C:3]=1[C:9]1[C:13]([C:14]([OH:16])=[O:15])=[C:12]([C:17]2[CH:18]=[N:19][N:20]([C:26]3[CH:31]=[CH:30][CH:29]=[CH:28][C:27]=3[F:32])[C:21]=2[C:22]([F:25])([F:24])[F:23])[O:11][N:10]=1.[F-].[Cs+].I[CH:36]([CH3:38])[CH3:37]>C(#N)C.ClCCl>[Cl:1][C:2]1[CH:7]=[CH:6][CH:5]=[C:4]([F:8])[C:3]=1[C:9]1[C:13]([C:14]([O:16][CH:36]([CH3:38])[CH3:37])=[O:15])=[C:12]([C:17]2[CH:18]=[N:19][N:20]([C:26]3[CH:31]=[CH:30][CH:29]=[CH:28][C:27]=3[F:32])[C:21]=2[C:22]([F:24])([F:25])[F:23])[O:11][N:10]=1 |f:1.2|. Reported procedure: 3-(2-chloro-6-fluorophenyl)-5-(1-(2-fluorophenyl)-5-(trifluoromethyl)-1H-pyrazol-4-yl)isoxazole-4-carboxylic acid (30 mg, 0.064 mmol), cesium fluoride (12 mg, 0.077 mmol) and 2-iodopropane (0.008 mL, 0.077 mmol) were dissolved in dried acetonitrile (1 mL) and the mixture was refluxed for 20 h. The mixture was diluted with dichloromethane and washed with water. The organic phase was dried over Na2SO4, filtered and the solvent was solvent removed under reduced pressure. The product was purified by...